From a dataset of the Open Reaction Database (ORD), a public repository of structured organic reaction records. describe an organic reaction: reactants, conditions, products, and yield The reactants are CCOC(=O)C(F)(OCC)C(F)(F)F, F[Sb](F)(F)(F)F. Product: CCOC(=O)C(=O)C(F)(F)F. Reaction SMILES: [CH2:1]([CH3:2])[O:3][C:4]([C:5]([C:6]([F:7])([F:8])[F:9])([O:10][CH2:12][CH3:13])[F:11])=[O:14].[Sb:15]([F:16])([F:17])([F:18])([F:19])[F:20]>>[CH2:1]([CH3:2])[O:3][C:4]([C:5]([C:6]([F:7])([F:8])[F:9])=[O:10])=[O:14]. Starting materials: FC1=CC=C(C=C1)S(=O)(=O)Cl (p-fluorobenzenesulfonyl chloride), C(C)C1=NC=NC=C1C(CC)NC ([1-(4-ethyl-pyrimidin-5-yl)-propyl]-methyl-amine), N1=CC=CC=C1 (pyridine), O (water). Isolated yield 56.0%. As a reaction SMILES: [CH2:1]([C:3]1[C:8]([CH:9]([NH:12][CH3:13])[CH2:10][CH3:11])=[CH:7][N:6]=[CH:5][N:4]=1)[CH3:2].[F:14][C:15]1[CH:20]=[CH:19][C:18]([S:21](Cl)(=[O:23])=[O:22])=[CH:17][CH:16]=1.O.N1C=CC=C[CH:27]=1>>[CH2:1]([C:3]1[C:8]([CH:9]([N:12]([CH3:13])[S:21]([C:18]2[CH:19]=[CH:20][C:15]([F:14])=[CH:16][CH:17]=2)(=[O:23])=[O:22])[CH:10]([CH3:27])[CH3:11])=[CH:7][N:6]=[CH:5][N:4]=1)[CH3:2]. Reaction conditions: time 10 hour. Reported procedure: 0.4 g (0.2 mmol) of [1-(4-ethyl-pyrimidin-5-yl)-propyl]-methyl-amine was dissolved in 20 ml of pyridine, and 0.43 g (0.22 mmol) of p-fluorobenzenesulfonyl chloride was dropwise added, followed by stirring at room temperature for 10 hours. To the reaction solution, 50 ml of water was added, followed by extraction with diethyl ether. The obtained organic phase was washed twice with 30 ml of a dilute citric acid aqueous solution and then dried over anhydrous magnesium sulfate. Diethyl ether was dis... Yields the product C(C)C1=NC=NC=C1C(C(C)C)N(S(=O)(=O)C1=CC=C(C=C1)F)C (N-[1-(4-ethyl-pyrimidin-5-yl)-2-methylpropyl]-4-fluoro-N-methyl-benzenesulfonamide).